From a dataset of the Open Reaction Database (ORD), a public repository of structured organic reaction records. describe an organic reaction: reactants, conditions, products, and yield Starting materials: C(CCCCCCC)OC(CCCO)C (4-octyloxypentanol), C1(=CC=C(C=C1)S(=O)(=O)Cl)C (p-toluenesulfonyl chloride), Cl (hydrochloric acid), [OH-].[Na+] (NaOH). The solvent is C1=CC=CC=C1 (benzene), N1=CC=CC=C1 (pyridine). Reaction conditions: time 5 minute. Yields the product C1(=CC=C(C=C1)S(=O)(=O)OCCCC(C)OCCCCCCCC)C (4-octyloxypentyl p-toluenesulfonate). Yield: 78.2%. Reaction SMILES: [CH2:1]([O:9][CH:10]([CH3:15])[CH2:11][CH2:12][CH2:13][OH:14])[CH2:2][CH2:3][CH2:4][CH2:5][CH2:6][CH2:7][CH3:8].[C:16]1([CH3:26])[CH:21]=[CH:20][C:19]([S:22](Cl)(=[O:24])=[O:23])=[CH:18][CH:17]=1.[OH-].[Na+].Cl>C1C=CC=CC=1.N1C=CC=CC=1>[C:16]1([CH3:26])[CH:21]=[CH:20][C:19]([S:22]([O:14][CH2:13][CH2:12][CH2:11][CH:10]([O:9][CH2:1][CH2:2][CH2:3][CH2:4][CH2:5][CH2:6][CH2:7][CH3:8])[CH3:15])(=[O:24])=[O:23])=[CH:18][CH:17]=1 |f:2.3|. Reported procedure: 7 g of 4-octyloxypentanol, 4.34 g of p-toluenesulfonyl chloride, 1.8 g of pyridine and 10 ml of benzene were stirred under N2 stream at room temperature for 22 hours. Thereafter, 6.5 ml of hot conc. NaOH aqueous solution was added to the reaction mixture and stirred for 5 min. Then, the mixture was poured into cold 10%-hydrochloric acid and extracted with hexane. The hexane layer was washed successively with cold 5%-hydrochloric acid, saturated NaHCO3 aqueous solution and water and dried with an... Starting materials: step-ii, C(C)(C)(C)OC(=O)N(S(=O)(=O)C)C=1C=C(C=CC1OC)C=1C=C2C(=NC1C1CC1)N(C=C2C=2C(=NN(C2C)CC2=CC(=CC=C2)F)C)C(=O)OC(C)(C)C (tert-butyl 5-(3-(N-(tert-butoxycarbonyl)methylsulfonamido)-4-methoxyphenyl)-6-cyclopropyl-3-(1-(3-fluorobenzyl)-3,5-dimethyl-1H-pyrazol-4-yl)-1H-pyrrolo[2,3-b]pyridine-1-carboxylate). Run in O1CCOCC1 (1,4-dioxane), Cl (HCl). Product: C1(CC1)C1=C(C=C2C(=N1)NC=C2C=2C(=NN(C2C)CC2=CC(=CC=C2)F)C)C=2C=CC(=C(C2)NS(=O)(=O)C)OC (N-(5-(6-cyclopropyl-3-(1-(3-fluorobenzyl)-3,5-dimethyl-1H-pyrazol-4-yl)-1H-pyrrolo[2,3-b]pyridin-5-yl)-2-methoxyphenyl)methanesulfonamide). Yield: 18.3%. Reaction SMILES: C(OC([N:8]([C:13]1[CH:14]=[C:15]([C:21]2[CH:22]=[C:23]3[C:32]([C:33]4[C:34]([CH3:47])=[N:35][N:36]([CH2:39][C:40]5[CH:45]=[CH:44][CH:43]=[C:42]([F:46])[CH:41]=5)[C:37]=4[CH3:38])=[CH:31][N:30](C(OC(C)(C)C)=O)[C:24]3=[N:25][C:26]=2[CH:27]2[CH2:29][CH2:28]2)[CH:16]=[CH:17][C:18]=1[O:19][CH3:20])[S:9]([CH3:12])(=[O:11])=[O:10])=O)(C)(C)C>Cl.O1CCOCC1>[CH:27]1([C:26]2[N:25]=[C:24]3[NH:30][CH:31]=[C:32]([C:33]4[C:34]([CH3:47])=[N:35][N:36]([CH2:39][C:40]5[CH:45]=[CH:44][CH:43]=[C:42]([F:46])[CH:41]=5)[C:37]=4[CH3:38])[C:23]3=[CH:22][C:21]=2[C:15]2[CH:16]=[CH:17][C:18]([O:19][CH3:20])=[C:13]([NH:8][S:9]([CH3:12])(=[O:10])=[O:11])[CH:14]=2)[CH2:28][CH2:29]1. Procedure details: Using similar reaction conditions as described in step-ii of example-7, tert-butyl 5-(3-(N-(tert-butoxycarbonyl)methylsulfonamido)-4-methoxyphenyl)-6-cyclopropyl-3-(1-(3-fluorobenzyl)-3,5-dimethyl-1H-pyrazol-4-yl)-1H-pyrrolo[2,3-b]pyridine-1-carboxylate (60 mg, 0.078 mmol) was deprotected in HCl in 1,4-dioxane (2 ml). This afforded 8 mg (18.1% yield) of the titled compound. 1H NMR (CDCl3, 300 MHz): δ 9.1-9.0 (b, 1H), 7.679-7.673 (d, 1H), 7.52 (s, 1H), 7.14-7.13 (d, 1H), 6.99-6.96 (m, 3H), 6.85 (... Reactants: O=C([O-])O, C[Al](C)C, CCCCCC, ClC(Cl)Cl, Cl, Cc1ccc(N)nc1, [Na+], COC(=O)c1oc2cccnc2c1NC(=O)C1CCC(N2CCOCC2=O)CC1. Yields the product Cc1ccc(NC(=O)c2oc3cccnc3c2NC(=O)C2CCC(N3CCOCC3=O)CC2)nc1. Reaction SMILES: [C:49](=[O:50])([O-:51])[OH:52].[CH3:15][Al:16]([CH3:17])[CH3:18].[CH3:9][CH2:10][CH2:11][CH2:12][CH2:13][CH3:14].[CH:54]([Cl:55])([Cl:56])[Cl:57].[ClH:48].[NH2:1][c:2]1[n:3][cH:4][c:5]([CH3:8])[cH:6][cH:7]1.[Na+:53].[O:19]=[C:20]1[CH2:21][O:22][CH2:23][CH2:24][N:25]1[CH:26]1[CH2:27][CH2:28][CH:29]([C:32](=[O:33])[NH:34][c:35]2[c:36]([C:44](=[O:45])[O:46][CH3:47])[o:37][c:38]3[c:39]2[n:40][cH:41][cH:42][cH:43]3)[CH2:30][CH2:31]1>>[NH:1]([c:2]1[n:3][cH:4][c:5]([CH3:8])[cH:6][cH:7]1)[C:44]([c:36]1[c:35]([NH:34][C:32]([CH:29]2[CH2:28][CH2:27][CH:26]([N:25]3[C:20](=[O:19])[CH2:21][O:22][CH2:23][CH2:24]3)[CH2:31][CH2:30]2)=[O:33])[c:39]2[c:38]([o:37]1)[cH:43][cH:42][cH:41][n:40]2)=[O:45]. The reactants are O=C([O-])[O-], Oc1ccc(OCc2ccccc2)cc1, CN(C)C=O, Cc1oc(-c2ccccc2)nc1CCl, [K+], [K+], O. Product: Cc1oc(-c2ccccc2)nc1COc1ccc(OCc2ccccc2)cc1. As a reaction SMILES: [C:30](=[O:31])([O-:32])[O-:33].[CH2:15]([c:16]1[cH:17][cH:18][cH:19][cH:20][cH:21]1)[O:22][c:23]1[cH:24][cH:25][c:26]([OH:29])[cH:27][cH:28]1.[CH3:36][N:37]([CH3:38])[CH:39]=[O:40].[Cl:1][CH2:2][c:3]1[n:4][c:5](-[c:9]2[cH:10][cH:11][cH:12][cH:13][cH:14]2)[o:6][c:7]1[CH3:8].[K+:34].[K+:35].[OH2:41]>>[CH2:2]([c:3]1[n:4][c:5](-[c:9]2[cH:10][cH:11][cH:12][cH:13][cH:14]2)[o:6][c:7]1[CH3:8])[O:29][c:26]1[cH:25][cH:24][c:23]([O:22][CH2:15][c:16]2[cH:17][cH:18][cH:19][cH:20][cH:21]2)[cH:28][cH:27]1.